This data is from the Open Reaction Database (ORD), a public repository of structured organic reaction records. The task is: describe an organic reaction: reactants, conditions, products, and yield Starting materials: COC(=O)C1=C(N(C2=NC=C(C=C21)Br)S(=O)(=O)C2=CC=CC=C2)C (1-benzenesulfonyl-5-bromo-2-methyl-1H-pyrrolo[2,3-b]pyridine-3-carboxylic acid methyl ester), C1CC(=O)N(C1=O)Br (NBS), 1,1-azobis(cyclohexanecarbonitrile). The solvent is ClCCCl (1,2-dichloroethane). Product: COC(=O)C1=C(N(C2=NC=C(C=C21)Br)S(=O)(=O)C2=CC=CC=C2)CBr (1-Benzenesulfonyl-5-bromo-2-bromomethyl-1H-pyrrolo[2,3-b]pyridine-3-carboxylic acid methyl ester). The yield is 90.0%. Reaction SMILES: [CH3:1][O:2][C:3]([C:5]1[C:13]2[C:8](=[N:9][CH:10]=[C:11]([Br:14])[CH:12]=2)[N:7]([S:15]([C:18]2[CH:23]=[CH:22][CH:21]=[CH:20][CH:19]=2)(=[O:17])=[O:16])[C:6]=1[CH3:24])=[O:4].C1C(=O)N([Br:32])C(=O)C1>ClCCCl>[CH3:1][O:2][C:3]([C:5]1[C:13]2[C:8](=[N:9][CH:10]=[C:11]([Br:14])[CH:12]=2)[N:7]([S:15]([C:18]2[CH:23]=[CH:22][CH:21]=[CH:20][CH:19]=2)(=[O:17])=[O:16])[C:6]=1[CH2:24][Br:32])=[O:4]. Reported procedure: A mixture of 1-benzenesulfonyl-5-bromo-2-methyl-1H-pyrrolo[2,3-b]pyridine-3-carboxylic acid methyl ester (121 g, 296 mmol), NBS (63 g, 354 mmol) and 1,1-azobis(cyclohexanecarbonitrile) (14.4 g, 59 mmol) in 1,2-dichloroethane (1.2 L) was heated under reflux for 90 minutes. The reaction mixture was allowed to cool to ambient temperature and washed with saturated aqueous sodium thiosulfate solution. The organic layer was dried (Na2SO4) then filtered. The filtrate was stirred with flash silica gel, ...